From a dataset of the Open Reaction Database (ORD), a public repository of structured organic reaction records. describe an organic reaction: reactants, conditions, products, and yield The reactants are C(C)(C)(C)OC(=O)N1CCC(CC1)N1N=CC(=C1)C=1C=NC=C(C1)C1=CC(=NC2=NC=CN=C21)C2=C(C=CC=C2)F (4-(4-{5-[6-(2-fluoro-phenyl)-pyrido[2,3-b]pyrazin-8-yl]-pyridin-3-yl}-pyrazol-1-yl)-piperidine-1-carboxylic acid tert-butyl ester), C=O (formaldehyde), [OH-].[Na+] (NaOH). Solvent: C(=O)O (formic acid). Run at temperature 80 celsius, time 4 hour. Yields the product FC1=C(C=CC=C1)C=1C=C(C=2C(=NC=CN2)N1)C=1C=NC=C(C1)C=1C=NN(C1)C1CCN(CC1)C (6-(2-fluoro-phenyl)-8-{5-[1-(1-methyl-piperidin-4-yl)-1H-pyrazol-4-yl]-pyridin-3-yl}-pyrido[2,3-b]pyrazine). RXN SMILES: C(O[C:6]([N:8]1[CH2:13][CH2:12][CH:11]([N:14]2[CH:18]=[C:17]([C:19]3[CH:20]=[N:21][CH:22]=[C:23]([C:25]4[C:34]5[C:29](=[N:30][CH:31]=[CH:32][N:33]=5)[N:28]=[C:27]([C:35]5[CH:40]=[CH:39][CH:38]=[CH:37][C:36]=5[F:41])[CH:26]=4)[CH:24]=3)[CH:16]=[N:15]2)[CH2:10][CH2:9]1)=O)(C)(C)C.C=O.[OH-].[Na+]>C(O)=O>[F:41][C:36]1[CH:37]=[CH:38][CH:39]=[CH:40][C:35]=1[C:27]1[CH:26]=[C:25]([C:23]2[CH:22]=[N:21][CH:20]=[C:19]([C:17]3[CH:16]=[N:15][N:14]([CH:11]4[CH2:12][CH2:13][N:8]([CH3:6])[CH2:9][CH2:10]4)[CH:18]=3)[CH:24]=2)[C:34]2[C:29]([N:28]=1)=[N:30][CH:31]=[CH:32][N:33]=2 |f:2.3|. Procedure details: A solution of 85 mg (0.15 mmol) 4-(4-{5-[6-(2-fluoro-phenyl)-pyrido[2,3-b]pyrazin-8-yl]-pyridin-3-yl}-pyrazol-1-yl)-piperidine-1-carboxylic acid tert-butyl ester in 0.5 ml formic acid was treated with 36 μl (0.45 mmol) 35% aqueous formaldehyde solution and heated to 80° C. The reaction mixture was stirred at this temperature for 4 hours. The volume of the reaction mixture was reduced under vacuum and 2 N aqueous NaOH was added. The resulting precipitate was filtered off, washed with water and dr... Conditions: time 8 hour. Reagents/catalysts: Cl[Ni]([P](C1=CC=CC=C1)(C2=CC=CC=C2)C3=CC=CC=C3)([P](C4=CC=CC=C4)(C5=CC=CC=C5)C6=CC=CC=C6)Cl (NiCl2(PPh3)2). Reaction SMILES: Cl[C:2]1[CH:10]=[CH:9][CH:8]=[C:7]2[C:3]=1[CH:4]=[C:5]([CH3:11])[CH2:6]2.[C:12]([C:16]1[CH:17]=[C:18]([Mg]Br)[CH:19]=[C:20]([C:22]([CH3:25])([CH3:24])[CH3:23])[CH:21]=1)([CH3:15])([CH3:14])[CH3:13]>CCOCC.Cl[Ni](Cl)([P](C1C=CC=CC=1)(C1C=CC=CC=1)C1C=CC=CC=1)[P](C1C=CC=CC=1)(C1C=CC=CC=1)C1C=CC=CC=1>[C:12]([C:16]1[CH:17]=[C:18]([C:2]2[CH:10]=[CH:9][CH:8]=[C:7]3[C:3]=2[CH:4]=[C:5]([CH3:11])[CH2:6]3)[CH:19]=[C:20]([C:22]([CH3:25])([CH3:24])[CH3:23])[CH:21]=1)([CH3:15])([CH3:14])[CH3:13] |^1:35,54|. The product is C(C)(C)(C)C=1C=C(C=C(C1)C(C)(C)C)C1=C2C=C(CC2=CC=C1)C (4-[3′,5′-di-t-butylphenyl]-2-methylindene). Procedure: 4-Chloro-2-methylindene (6.1 g, 37 mmol) and NiCl2(PPh3)2 (1.8 g, 2.8 mmol) were dissolved in 150 mL of Et2O. 3,5-Di-t-butylphenylmagnesium bromide (10 g, 37 mmol) as a Et2O solution was added to the solution and the reaction was stirred overnight at room temperature. After overnight stirring, the reaction was slowly quenched with H2O to neutralize unreacted Grignard. The solution was subsequently treated with 100 mL of 10% HCl(aq), neutralized with saturated sodium bicarbonate aqueous solution.... Solvent: CCOCC (Et2O), CCOCC (Et2O). Reactants: C(C)(C)(C)C=1C=C(C=C(C1)C(C)(C)C)[Mg]Br (3,5-Di-t-butylphenylmagnesium bromide), ClC1=C2C=C(CC2=CC=C1)C (4-Chloro-2-methylindene). Procedure details: (E)-3-[2-n-Butyl-1-[(2-chlorophenyl)methyl]-4-hydroxymethyl-1H-imidazol-5-yl]-2-benzyl-2-propenoic acid, prepared as in Example 28, is esterified with p-methoxy-benzyl alcohol to give the p-methoxybenzyl propenoate. The 4-hydroxymethyl group is oxidized using Jones reagent in acetone and the ester is hydrolized using 10% sodium hydroxide to give the title compound. Reactants: C(CCC)C=1N(C(=C(N1)CO)/C=C(/C(=O)O)\CC1=CC=CC=C1)CC1=C(C=CC=C1)Cl ((E)-3-[2-n-Butyl-1-[(2-chlorophenyl)methyl]-4-hydroxymethyl-1H-imidazol-5-yl]-2-benzyl-2-propenoic acid), COC1=CC=C(CO)C=C1 (p-methoxy-benzyl alcohol). Reaction SMILES: C(C1N(CC2C=CC=CC=2Cl)[C:7](/C=C(\CC2C=CC=CC=2)/C(O)=O)=[C:8]([CH2:10][OH:11])N=1)CCC.[CH3:32][O:33][C:34]1[CH:41]=[CH:40][C:37]([CH2:38][OH:39])=[CH:36][CH:35]=1>>[C:10]([O:39][CH2:38][C:37]1[CH:40]=[CH:41][C:34]([O:33][CH3:32])=[CH:35][CH:36]=1)(=[O:11])[CH:8]=[CH2:7]. Product: C(C=C)(=O)OCC1=CC=C(C=C1)OC (p-methoxybenzyl propenoate). The reactants are Cl (hydrochloric acid), C(=O)NC=1SC(=C(N1)C(C(=O)NC1[C@@H]2N(C(=C(CS2)CC)C(=S)OC(C2=CC=CC=C2)C2=CC=CC=C2)C1=O)=NOCC(=O)OC(C)(C)C)Cl (benzhydryl 7-[2-(2-formamido-5-chlorothiazol-4-yl)-2-tert-butoxycarbonylmethoxyiminoacetamido]-3-ethylthio-3-cephem-4-carboxylate), C([O-])(O)=O.[Na+] (sodium bicarbonate). The solvent is CO (methanol). Run at time 90 minute. Yields the product NC=1SC(=C(N1)C(C(=O)NC1[C@@H]2N(C(=C(CS2)CC)C(=S)OC(C2=CC=CC=C2)C2=CC=CC=C2)C1=O)=NOCC(=O)OC(C)(C)C)Cl (benzhydryl 7-[2-(2-amino-5-chlorothiazol-4-yl)-2-tert-butoxycarbonylmethoxyiminoacetamido]-3-ethylthio-3-cephem-4-carboxylate). Yield: 76.9%. Reaction SMILES: C([NH:3][C:4]1[S:5][C:6]([Cl:50])=[C:7]([C:9](=[N:40][O:41][CH2:42][C:43]([O:45][C:46]([CH3:49])([CH3:48])[CH3:47])=[O:44])[C:10]([NH:12][CH:13]2[C:38](=[O:39])[N:15]3[C:16]([C:22]([O:24][CH:25]([C:32]4[CH:37]=[CH:36][CH:35]=[CH:34][CH:33]=4)[C:26]4[CH:31]=[CH:30][CH:29]=[CH:28][CH:27]=4)=[S:23])=[C:17]([CH2:20][CH3:21])[CH2:18][S:19][C@H:14]23)=[O:11])[N:8]=1)=O.Cl.C(=O)(O)[O-].[Na+]>CO>[NH2:3][C:4]1[S:5][C:6]([Cl:50])=[C:7]([C:9](=[N:40][O:41][CH2:42][C:43]([O:45][C:46]([CH3:49])([CH3:48])[CH3:47])=[O:44])[C:10]([NH:12][CH:13]2[C:38](=[O:39])[N:15]3[C:16]([C:22]([O:24][CH:25]([C:32]4[CH:33]=[CH:34][CH:35]=[CH:36][CH:37]=4)[C:26]4[CH:31]=[CH:30][CH:29]=[CH:28][CH:27]=4)=[S:23])=[C:17]([CH2:20][CH3:21])[CH2:18][S:19][C@H:14]23)=[O:11])[N:8]=1 |f:2.3|. Reported procedure: To a suspension of benzhydryl 7-[2-(2-formamido-5-chlorothiazol-4-yl)-2-tert-butoxycarbonylmethoxyiminoacetamido]-3-ethylthio-3-cephem-4-carboxylate (syn isomer, 2.7 g) in methanol (60 ml) was added conc. hydrochloric acid (1.5 ml) at 35° C. and the mixture was stirred for 90 minutes at the same temperature. The reaction mixture was adjusted to pH 6.0 with an aqueous solution of sodium bicarbonate. Methanol was evaporated under reduced pressure and the residue was dissolved into ethyl acetate. T... The reactants are 20.8, C(C)(=O)OC(C)=O (acetic anhydride), 24.0, NC1=NC2=CC=CC=C2N=C1N (2,3-diaminoquinoxaline). The solvent is O1CCCC1 (tetrahydrofuran), O1CCCC1 (tetrahydrofuran). Run at time 20 hour. Product: 25, C(C)(=O)NC1=NC2=CC=CC=C2N=C1N (2-acetamido-3-aminoquinoxaline). RXN SMILES: C(O[C:5](=[O:7])[CH3:6])(=O)C.[NH2:8][C:9]1[C:18]([NH2:19])=[N:17][C:16]2[C:11](=[CH:12][CH:13]=[CH:14][CH:15]=2)[N:10]=1>O1CCCC1>[C:5]([NH:19][C:18]1[C:9]([NH2:8])=[N:10][C:11]2[C:16](=[CH:15][CH:14]=[CH:13][CH:12]=2)[N:17]=1)(=[O:7])[CH3:6]. Procedure: A solution of 20.8 parts of acetic anhydride in 100 parts of tetrahydrofuran was added to a slurry of 24.0 parts of 2,3-diaminoquinoxaline in 900 parts of tetrahydrofuran. The heterogeneous reaction mixture was stirred at 25° for 20 hrs and then concentrated in vacuo to give 25 parts of 2-acetamido-3-aminoquinoxaline, mp 319° (dec.). Starting materials: C(C=C)[C@]1(CC(N(CC1)[C@@H](C)C1=CC=C(C=C1)Br)=O)C1=CC=C(C=C1)F ((S)-4-allyl-1-((S)-1-(4-bromophenyl)ethyl)-4-(4-fluorophenyl)piperidin-2-one), B.C1CCOC1 (BH3/THF). Solvent: C1CCOC1 (THF). Reaction conditions: time 2 hour. Yields the product BrC1=CC=C(C=C1)[C@H](C)N1C(C[C@@](CC1)(CCCO)C1=CC=C(C=C1)F)=O ((S)-1-((S)-1-(4-bromophenyl)ethyl)-4-(4-fluorophenyl)-4-(3-hydroxypropyl)piperidin-2-one). The yield is 41.0%. As a reaction SMILES: [CH2:1]([C@:4]1([C:20]2[CH:25]=[CH:24][C:23]([F:26])=[CH:22][CH:21]=2)[CH2:9][CH2:8][N:7]([C@H:10]([C:12]2[CH:17]=[CH:16][C:15]([Br:18])=[CH:14][CH:13]=2)[CH3:11])[C:6](=[O:19])[CH2:5]1)[CH:2]=[CH2:3].B.C1C[O:31]CC1>C1COCC1>[Br:18][C:15]1[CH:16]=[CH:17][C:12]([C@@H:10]([N:7]2[CH2:8][CH2:9][C@@:4]([C:20]3[CH:25]=[CH:24][C:23]([F:26])=[CH:22][CH:21]=3)([CH2:1][CH2:2][CH2:3][OH:31])[CH2:5][C:6]2=[O:19])[CH3:11])=[CH:13][CH:14]=1 |f:1.2|. Procedure details: To a solution of (S)-4-allyl-1-((S)-1-(4-bromophenyl)ethyl)-4-(4-fluorophenyl)piperidin-2-one (70 mg, 0.169 mmol) in THF (5 mL) was added BH3/THF (0.6 mL, 1 M) at 0° C. under nitrogen atmosphere. The mixture was stirred for 2 h, and the reaction was quenched with water. Aqueous NaOH solution (1 M, 2 mL) and H2O2 (1 mL□30%) were added to the above mixture, and the resulting mixture was stirred for 1 h. The mixture was extracted with EtOAc, and the combined organic phase was concentrated to give t... Starting materials: CC1=C(C=NN1C1=NC=C(C=C1)C(F)(F)F)C(=O)NC=1C=NC(=C(C1)C)C=1CCNCC1 (5-Methyl-N-[5-methyl-6-(1,2,3,6-tetrahydropyridin-4-yl)pyridin-3-yl]-1-[5-(trifluoromethyl)pyridin-2-yl]-1H-pyrazole-4-carboxamide), CC1=C(C=NN1C1=NC=C(C=C1)C(F)(F)F)C(=O)NC=1C=NC(=C(C1)C)C1CCNCC1 (5-methyl-N-[5-methyl-6-(piperidin-4-yl)pyridin-3-yl]-1-[5-(trifluoromethyl)-pyridin-2-yl]-1H-pyrazole-4-carboxamide). Yields the product CC1=C(C=NN1C1=NC=C(C=C1)C(F)(F)F)C(=O)NC=1C=NC(=C(C1)C)C=1CCN(CC1)C(C(C)C)=O (5-Methyl-N-{5-methyl-6-[1-(2-methylpropanoyl)-1,2,3,6-tetrahydropyridin-4-yl]pyridin-3-yl}-1-[5-(trifluoromethyl)pyridin-2-yl]-1H-pyrazole-4-carboxamide). As a reaction SMILES: [CH3:1][C:2]1[N:6]([C:7]2[CH:12]=[CH:11][C:10]([C:13]([F:16])([F:15])[F:14])=[CH:9][N:8]=2)[N:5]=[CH:4][C:3]=1[C:17]([NH:19][C:20]1[CH:21]=[N:22][C:23]([C:27]2[CH2:28][CH2:29][NH:30][CH2:31][CH:32]=2)=[C:24]([CH3:26])[CH:25]=1)=[O:18].C[C:34]1N(C2C=CC(C(F)(F)F)=CN=2)N=[CH:36][C:35]=1[C:49](NC1C=NC(C2CCNCC2)=C(C)C=1)=[O:50]>>[CH3:1][C:2]1[N:6]([C:7]2[CH:12]=[CH:11][C:10]([C:13]([F:15])([F:16])[F:14])=[CH:9][N:8]=2)[N:5]=[CH:4][C:3]=1[C:17]([NH:19][C:20]1[CH:21]=[N:22][C:23]([C:27]2[CH2:28][CH2:29][N:30]([C:49](=[O:50])[CH:35]([CH3:36])[CH3:34])[CH2:31][CH:32]=2)=[C:24]([CH3:26])[CH:25]=1)=[O:18]. Reported procedure: 5-Methyl-N-[5-methyl-6-(1,2,3,6-tetrahydropyridin-4-yl)pyridin-3-yl]-1-[5-(trifluoromethyl)pyridin-2-yl]-1H-pyrazole-4-carboxamide described in Reference Example 170 in place of 5-methyl-N-[5-methyl-6-(piperidin-4-yl)pyridin-3-yl]-1-[5-(trifluoromethyl)-pyridin-2-yl]-1H-pyrazole-4-carboxamide in Example K61, and reacted and treated in a similar manner to give the titled compound as a pale yellow solid. The reactants are C(C=C)N1C2=CC=CC=C2C=2C=CC=CC12 (N-allylcarbazole). The reagents and catalysts are solution, C(=C)[Si](O[Si](C)(C)C=C)(C)C.[Pt] (Platinum(0)-1,3-divinyl-1,1,3,3-tetramethyldisiloxane). Run in C1(=CC=CC=C1)C (toluene). Reaction conditions: time 1 hour. The product is C1=CC=CC=2C3=CC=CC=C3NC12 (carbazole), (POSS)(FPt-6)2(carbazole)6. RXN SMILES: C([N:4]1[C:16]2[CH:15]=[CH:14][CH:13]=[CH:12][C:11]=2[C:10]2[C:5]1=[CH:6][CH:7]=[CH:8][CH:9]=2)C=C>C1(C)C=CC=CC=1.C([Si](C)(C)O[Si](C=C)(C)C)=C.[Pt]>[CH:6]1[C:5]2[NH:4][C:16]3[C:11](=[CH:12][CH:13]=[CH:14][CH:15]=3)[C:10]=2[CH:9]=[CH:8][CH:7]=1 |f:2.3|. Procedure details: To a solution of 868 mg (0.853 mmol) of POSS and 447 mg (0.853 mmol) FPt-6 in 20 mL anhydrous toluene was added 4 drops of a solution of Platinum(0)-1,3-divinyl-1,1,3,3-tetramethyldisiloxane (Pt(dvs)) (2 wt. % Pt in xylene). The reaction mixture was stirred at room temperature for 1 hour and then 1.765 g (8.53 mmol) of N-allylcarbazole was added and the reaction mixture was stirred for an additional 16 hours. The reaction mixture was then precipitated out of cold methanol and filtered through a ...